From a dataset of the Open Reaction Database (ORD), a public repository of structured organic reaction records. describe an organic reaction: reactants, conditions, products, and yield Reactants: CC1=CC=C(C=C1)C=1C(=CC=CC1)C(=O)NC1=CC=C(C(=O)N(C2=C(C=C(C=C2)C)OCC2=CC=CC=C2)C)C=C1 (4-(4′-methylbiphenyl-2-carboxamido)-N-methyl-N-(2-benzyloxy-4-methylphenyl)benzamide), [H][H] (hydrogen). The reagents and catalysts are [OH-].[Pd+2].[OH-] (palladium hydroxide). Solvent: CO (methanol). Conditions: time 5 hour. Product: CC1=CC=C(C=C1)C=1C(=CC=CC1)C(=O)NC1=CC=C(C(=O)N(C2=C(C=C(C=C2)C)O)C)C=C1 (4-(4′-methylbiphenyl-2-carboxamido)-N-methyl-N-[2-hydroxy-4-methylphenyl]benzamide). Yield: 93.3%. As a reaction SMILES: [CH3:1][C:2]1[CH:7]=[CH:6][C:5]([C:8]2[C:9]([C:14]([NH:16][C:17]3[CH:41]=[CH:40][C:20]([C:21]([N:23]([CH3:39])[C:24]4[CH:29]=[CH:28][C:27]([CH3:30])=[CH:26][C:25]=4[O:31]CC4C=CC=CC=4)=[O:22])=[CH:19][CH:18]=3)=[O:15])=[CH:10][CH:11]=[CH:12][CH:13]=2)=[CH:4][CH:3]=1.[H][H]>CO.[OH-].[Pd+2].[OH-]>[CH3:1][C:2]1[CH:3]=[CH:4][C:5]([C:8]2[C:9]([C:14]([NH:16][C:17]3[CH:41]=[CH:40][C:20]([C:21]([N:23]([CH3:39])[C:24]4[CH:29]=[CH:28][C:27]([CH3:30])=[CH:26][C:25]=4[OH:31])=[O:22])=[CH:19][CH:18]=3)=[O:15])=[CH:10][CH:11]=[CH:12][CH:13]=2)=[CH:6][CH:7]=1 |f:3.4.5|. Procedure details: A solution of 4-(4′-methylbiphenyl-2-carboxamido)-N-methyl-N-(2-benzyloxy-4-methylphenyl)benzamide (2.2 g), 10% palladium hydroxide (220 mg) in methanol (50 ml) was stirred under atmospheric pressure of hydrogen at ambient temperature. After 5 hours, the reaction mixture was filtered through a bed of Celite, and then concentrated to give 4-(4′-methylbiphenyl-2-carboxamido)-N-methyl-N-[2-hydroxy-4-methylphenyl]benzamide (1.71 g). The reactants are C1COCCN1, CC(C)C=O, O. Yields the product CC(C)=CN1CCOCC1. Reaction SMILES: [CH2:6]1[CH2:7][O:8][CH2:9][CH2:10][NH:11]1.[CH:1]([CH:2]([CH3:3])[CH3:4])=[O:5].[OH2:12]>>[CH:1](=[C:2]([CH3:3])[CH3:4])[N:11]1[CH2:6][CH2:7][O:8][CH2:9][CH2:10]1. Reactants: C(=O)(O)C[C@H](C(=O)OCC1=CC=CC=C1)CC(C)C (Benzyl (2R)-2-carboxymethyl-4-methylvalerate), N1CCCCCC1 (hexahydro-1H-azepine), WSCD·HCl. Run in C(Cl)Cl (methylene chloride). Yields the product N1(CCCCCC1)C(=O)C[C@H](C(=O)OCC1=CC=CC=C1)CC(C)C (benzyl (2R)-2-(hexahydro-1H-azepin-1-ylcarbonylmethyl)-4-methylvalerate). Isolated yield 93.5%. RXN SMILES: [C:1]([CH2:4][C@@H:5]([CH2:16][CH:17]([CH3:19])[CH3:18])[C:6]([O:8][CH2:9][C:10]1[CH:15]=[CH:14][CH:13]=[CH:12][CH:11]=1)=[O:7])([OH:3])=O.[NH:20]1[CH2:26][CH2:25][CH2:24][CH2:23][CH2:22][CH2:21]1>C(Cl)Cl>[N:20]1([C:1]([CH2:4][C@@H:5]([CH2:16][CH:17]([CH3:19])[CH3:18])[C:6]([O:8][CH2:9][C:10]2[CH:15]=[CH:14][CH:13]=[CH:12][CH:11]=2)=[O:7])=[O:3])[CH2:26][CH2:25][CH2:24][CH2:23][CH2:22][CH2:21]1. Procedure: Benzyl (2R)-2-carboxymethyl-4-methylvalerate (1.35 g), hexahydro-1H-azepine (0.610 g) and WSCD·HCl (1.18 g) were reacted in methylene chloride (30 ml) in a similar manner to that of Preparation 1-1) to give benzyl (2R)-2-(hexahydro-1H-azepin-1-ylcarbonylmethyl)-4-methylvalerate (1.65 g). Reactants: OC1=CC(N(C=C1)C=1C=C2C=NN(C2=CC1)CCN1CCCC1)=O (4-hydroxy-1-(1-(2-(pyrrolidin-1-yl)ethyl)-1H-indazol-5-yl)pyridin-2(1H)-one), [H-].[Na+] (NaH), FC(C1=CC=C(CBr)C=C1)(F)F (4-(trifluoromethyl)benzyl bromide). Run in C1CCOC1 (THF). Run at temperature 65 celsius. Product: N1(CCCC1)CCN1N=CC2=CC(=CC=C12)N1C(C=C(C=C1)OCC1=CC=C(C=C1)C(F)(F)F)=O (1-(1-(2-(pyrrolidin-1-yl)ethyl)-1H-indazol-5-yl)-4-(4-(trifluoromethyl)benzyloxy)pyridine-2(1H)-one). Yield: 13.5%. RXN SMILES: [OH:1][C:2]1[CH:7]=[CH:6][N:5]([C:8]2[CH:9]=[C:10]3[C:14](=[CH:15][CH:16]=2)[N:13]([CH2:17][CH2:18][N:19]2[CH2:23][CH2:22][CH2:21][CH2:20]2)[N:12]=[CH:11]3)[C:4](=[O:24])[CH:3]=1.[H-].[Na+].[F:27][C:28]([F:38])([F:37])[C:29]1[CH:36]=[CH:35][C:32]([CH2:33]Br)=[CH:31][CH:30]=1>C1COCC1>[N:19]1([CH2:18][CH2:17][N:13]2[C:14]3[C:10](=[CH:9][C:8]([N:5]4[CH:6]=[CH:7][C:2]([O:1][CH2:33][C:32]5[CH:31]=[CH:30][C:29]([C:28]([F:27])([F:37])[F:38])=[CH:36][CH:35]=5)=[CH:3][C:4]4=[O:24])=[CH:16][CH:15]=3)[CH:11]=[N:12]2)[CH2:23][CH2:22][CH2:21][CH2:20]1 |f:1.2|. Procedure: To a solution of 4-hydroxy-1-(1-(2-(pyrrolidin-1-yl)ethyl)-1H-indazol-5-yl)pyridin-2(1H)-one (100 mg, 0.308 mmol) in THF was added NaH (25 mg, 0.62 mmol) followed by 4-(trifluoromethyl)benzyl bromide (88 mg, 0.37 mmol). After heating at 65° C. overnight, the reaction mixture was cooled down, filtered through a thin layer of Celite, washed with CH2Cl2, and the filtrate was concentrated. Purification by flash column chromatography (silica gel, CH2Cl2/MeOH, 90:10) gave 1-(1-(2-(pyrrolidin-1-yl)ethy... Reactants: C(=O)([O-])[O-].[Na+].[Na+] (Na2CO3), O (H2O), C(C)(C)(C)OC(N(C=1N=CSC1)S(=O)(=O)C1=CC(=C(C=C1)OC=1C=NC(=CC1C=1C=NC=CC1)Cl)C#N)=O (tert-butyl((4-((6′-chloro-[3,4′-bipyridin]-3′-yl)oxy)-3-cyanophenyl)sulfonyl)(thiazol-4-yl)carbamate), FC=1C=C(C=CC1)B(O)O ((3-fluorophenyl)boronic acid). The reagents and catalysts are C=1C=CC(=CC1)[P](C=2C=CC=CC2)(C=3C=CC=CC3)[Pd]([P](C=4C=CC=CC4)(C=5C=CC=CC5)C=6C=CC=CC6)([P](C=7C=CC=CC7)(C=8C=CC=CC8)C=9C=CC=CC9)[P](C=1C=CC=CC1)(C=1C=CC=CC1)C=1C=CC=CC1 (Pd(PPh3)4). The solvent is CN(C=O)C (N,N-dimethylformamide). Run at time 5 minute. The product is C(#N)C=1C=C(C=CC1OC=1C=NC(=CC1C=1C=NC=CC1)C1=CC(=CC=C1)F)S(=O)(=O)NC=1N=CSC1 (3-cyano-4-((6′-(3-fluorophenyl)-[3,4′-bipyridin]-3′-yl)oxy)-N-(thiazol-4-yl)benzenesulfonamide). Isolated yield 31.5%. As a reaction SMILES: C(OC(=O)[N:7]([S:13]([C:16]1[CH:21]=[CH:20][C:19]([O:22][C:23]2[CH:24]=[N:25][C:26](Cl)=[CH:27][C:28]=2[C:29]2[CH:30]=[N:31][CH:32]=[CH:33][CH:34]=2)=[C:18]([C:36]#[N:37])[CH:17]=1)(=[O:15])=[O:14])[C:8]1[N:9]=[CH:10][S:11][CH:12]=1)(C)(C)C.[F:39][C:40]1[CH:41]=[C:42](B(O)O)[CH:43]=[CH:44][CH:45]=1.C([O-])([O-])=O.[Na+].[Na+].O>CN(C)C=O.C1C=CC([P]([Pd]([P](C2C=CC=CC=2)(C2C=CC=CC=2)C2C=CC=CC=2)([P](C2C=CC=CC=2)(C2C=CC=CC=2)C2C=CC=CC=2)[P](C2C=CC=CC=2)(C2C=CC=CC=2)C2C=CC=CC=2)(C2C=CC=CC=2)C2C=CC=CC=2)=CC=1>[C:36]([C:18]1[CH:17]=[C:16]([S:13]([NH:7][C:8]2[N:9]=[CH:10][S:11][CH:12]=2)(=[O:15])=[O:14])[CH:21]=[CH:20][C:19]=1[O:22][C:23]1[CH:24]=[N:25][C:26]([C:44]2[CH:43]=[CH:42][CH:41]=[C:40]([F:39])[CH:45]=2)=[CH:27][C:28]=1[C:29]1[CH:30]=[N:31][CH:32]=[CH:33][CH:34]=1)#[N:37] |f:2.3.4,^1:64,66,85,104|. Reported procedure: 10 mg (0.03 mmol) of tert-butyl((4-((6′-chloro-[3,4′-bipyridin]-3′-yl)oxy)-3-cyanophenyl)sulfonyl)(thiazol-4-yl)carbamate was dissolved in 3 mL of N,N-dimethylformamide, and 3.7 mg (0.03 mmol) of (3-fluorophenyl)boronic acid was added thereto, and then 2 mg (10 mol %) of Pd(PPh3)4, 5.6 mg (0.05 mmol) of Na2CO3, and 1 mL of H2O were added thereto. After reacting with microwave reactor at 120° C. for 5 minutes, the solvent was removed, and the remaining material was diluted with ethyl acetate and ... Reactants: COc1cc(OC)c(C=O)cc1Br, C1CCOC1, OB(O)c1cccs1. Yields the product COc1cc(OC)c(-c2cccs2)cc1C=O. RXN SMILES: [Br:1][c:2]1[c:3]([O:12][CH3:13])[cH:4][c:5]([O:10][CH3:11])[c:6]([CH:7]=[O:8])[cH:9]1.[CH2:22]1[O:23][CH2:24][CH2:25][CH2:26]1.[s:14]1[c:15]([B:19]([OH:20])[OH:21])[cH:16][cH:17][cH:18]1>>[c:2]1(-[c:15]2[s:14][cH:18][cH:17][cH:16]2)[c:3]([O:12][CH3:13])[cH:4][c:5]([O:10][CH3:11])[c:6]([CH:7]=[O:8])[cH:9]1. Starting materials: P(O)(O)(O)=O (phosphoric acid), NC1=NC(=CC=C1)N (2,6-diaminopyridine), CCC(CC(CC)=O)=O (3,5-heptanedione). The product is NC1=NC2=NC(=CC(=C2C=C1)CC)CC (2-amino-5,7-diethyl-1,8-naphthyridine). As a reaction SMILES: P(=O)(O)(O)O.[NH2:6][C:7]1[CH:12]=[CH:11][CH:10]=[C:9]([NH2:13])[N:8]=1.[CH3:14][CH2:15][C:16](=O)[CH2:17][C:18](=O)[CH2:19][CH3:20]>>[NH2:6][C:7]1[CH:12]=[CH:11][C:10]2[C:9](=[N:13][C:16]([CH2:15][CH3:14])=[CH:17][C:18]=2[CH2:19][CH3:20])[N:8]=1. Procedure: To 50 ml. of 85% phosphoric acid is added with stirring 2,6-diaminopyridine (6.55 g., 0.06 mole) followed by 3,5-heptanedione (7.7 g., 0.06 mole). The mixture is heated on the steam bath under nitrogen atmosphere for 16 hours. The reaction mixture is poured into crushed ice and neutralized with concentrated ammonium hydroxide and extracted with methylene chloride (3×250 ml.). The combined extracts are dried, filtered and concentrated in vacuo. Crystallization of the residue from ethyl acetate af...